This data is from the Open Reaction Database (ORD), a public repository of structured organic reaction records. The task is: describe an organic reaction: reactants, conditions, products, and yield Starting materials: CN(C)C=O, OCc1ccc(Cl)cc1, [H-], [Na+], Cc1ccc(S(=O)(=O)OCC2CCC=CO2)cc1. Yields the product Clc1ccc(COCC2CCC=CO2)cc1. RXN SMILES: [CH3:30][N:31]([CH3:32])[CH:33]=[O:34].[Cl:3][c:4]1[cH:5][cH:6][c:7]([CH2:8][OH:9])[cH:10][cH:11]1.[H-:1].[Na+:2].[S:12]([O:13][CH2:23][CH:24]1[O:25][CH:26]=[CH:27][CH2:28][CH2:29]1)([c:14]1[cH:15][cH:16][c:17]([CH3:18])[cH:19][cH:20]1)(=[O:21])=[O:22]>>[Cl:3][c:4]1[cH:5][cH:6][c:7]([CH2:8][O:9][CH2:23][CH:24]2[O:25][CH:26]=[CH:27][CH2:28][CH2:29]2)[cH:10][cH:11]1. Reaction SMILES: [CH:1]1([C:4]2[N:8]=[C:7]([NH2:9])[O:6][N:5]=2)[CH2:3][CH2:2]1.[C:10]1([CH:16]([C:20]2[CH:25]=[CH:24][CH:23]=[CH:22][CH:21]=2)[C:17](Cl)=[O:18])[CH:15]=[CH:14][CH:13]=[CH:12][CH:11]=1>>[CH:1]1([C:4]2[N:8]=[C:7]([NH:9][C:17](=[O:18])[CH:16]([C:10]3[CH:15]=[CH:14][CH:13]=[CH:12][CH:11]=3)[C:20]3[CH:25]=[CH:24][CH:23]=[CH:22][CH:21]=3)[O:6][N:5]=2)[CH2:3][CH2:2]1. Procedure: The title compound, white solid, m.p. 163° C. and MS: m/e=219 (M+) was prepared in accordance with the general method of example 44a from 3-cyclopropyl-[1,2,4]oxadiazol-5-ylamine (Helv. Chim. Acta, 49(1966), 1430-1432) and 2,2-diphenylacetic acid chloride. Product: C1(CC1)C1=NOC(=N1)NC(C(C1=CC=CC=C1)C1=CC=CC=C1)=O (N-(3-Cyclopropyl-[1,2,4]oxadiazol-5-yl)-2,2diphenyl-acetamide). Starting materials: C1(CC1)C1=NOC(=N1)N (3-cyclopropyl-[1,2,4]oxadiazol-5-ylamine), C1(=CC=CC=C1)C(C(=O)Cl)C1=CC=CC=C1 (2,2-diphenylacetic acid chloride). Reactants: CC(C)n1cc(-c2ccc(C#N)cc2)c2ccc(NS(C)(=O)=O)cc21, CC(=O)O, O, c1ccncc1. Yields the product CC(C)n1cc(-c2ccc(C=O)cc2)c2ccc(NS(C)(=O)=O)cc21. As a reaction SMILES: [C:1](#[N:2])[c:3]1[cH:4][cH:5][c:6](-[c:9]2[cH:10][n:11]([CH:23]([CH3:24])[CH3:25])[c:12]3[cH:13][c:14]([NH:18][S:19](=[O:20])(=[O:21])[CH3:22])[cH:15][cH:16][c:17]23)[cH:7][cH:8]1.[CH3:26][C:27]([OH:28])=[O:29].[OH2:36].[cH:30]1[cH:31][cH:32][n:33][cH:34][cH:35]1>>[CH:1]([c:3]1[cH:4][cH:5][c:6](-[c:9]2[cH:10][n:11]([CH:23]([CH3:24])[CH3:25])[c:12]3[cH:13][c:14]([NH:18][S:19](=[O:20])(=[O:21])[CH3:22])[cH:15][cH:16][c:17]23)[cH:7][cH:8]1)=[O:28]. The reactants are C=C(CC(=O)OC)C(=O)OC, COc1ccc(CN)cc1, CO, Cl. The product is COC(=O)C1CC(=O)N(Cc2ccc(OC)cc2)C1. Reaction SMILES: [C:11]([C:12](=[CH2:13])[CH2:14][C:15](=[O:16])[O:17][CH3:18])(=[O:19])[O:20][CH3:21].[CH3:1][O:2][c:3]1[cH:4][cH:5][c:6]([CH2:7][NH2:8])[cH:9][cH:10]1.[CH3:23][OH:24].[ClH:22]>>[CH3:1][O:2][c:3]1[cH:4][cH:5][c:6]([CH2:7][N:8]2[CH2:13][CH:12]([C:11](=[O:19])[O:20][CH3:21])[CH2:14][C:15]2=[O:16])[cH:9][cH:10]1. Reactants: OC(C[C@@]1(CCN(C(O1)=O)[C@@H](C)C1=CC=C(C=C1)B1OC(C(O1)(C)C)(C)C)C1=CC=CC=C1)(C)C ((S)-6-(2-hydroxy-2-methylpropyl)-6-phenyl-3-((S)-1-(4-(4,4,5,5-tetramethyl-1,3,2-dioxaborolan-2-yl)phenyl)ethyl)-1,3-oxazinan-2-one), BrC=1C=CC(N(C1)CCO)=O (5-bromo-1-(2-hydroxyethyl)pyridin-2(1H)-one). Yields the product OC(C[C@@]1(CCN(C(O1)=O)[C@@H](C)C1=CC=C(C=C1)C1=CN(C(C=C1)=O)CCO)C1=CC=CC=C1)(C)C ((S)-6-(2-hydroxy-2-methylpropyl)-3-((S)-1-(4-(1-(2-hydroxyethyl)-6-oxo-1,6-dihydropyridin-3-yl)phenyl)ethyl)-6-phenyl-1,3-oxazinan-2-one). Reaction SMILES: [OH:1][C:2]([CH3:35])([CH3:34])[CH2:3][C@@:4]1([C:28]2[CH:33]=[CH:32][CH:31]=[CH:30][CH:29]=2)[O:9][C:8](=[O:10])[N:7]([C@H:11]([C:13]2[CH:18]=[CH:17][C:16](B3OC(C)(C)C(C)(C)O3)=[CH:15][CH:14]=2)[CH3:12])[CH2:6][CH2:5]1.Br[C:37]1[CH:38]=[CH:39][C:40](=[O:46])[N:41]([CH2:43][CH2:44][OH:45])[CH:42]=1>>[OH:1][C:2]([CH3:34])([CH3:35])[CH2:3][C@@:4]1([C:28]2[CH:33]=[CH:32][CH:31]=[CH:30][CH:29]=2)[O:9][C:8](=[O:10])[N:7]([C@H:11]([C:13]2[CH:14]=[CH:15][C:16]([C:37]3[CH:38]=[CH:39][C:40](=[O:46])[N:41]([CH2:43][CH2:44][OH:45])[CH:42]=3)=[CH:17][CH:18]=2)[CH3:12])[CH2:6][CH2:5]1. Procedure details: The title compound was prepared from (S)-6-(2-hydroxy-2-methylpropyl)-6-phenyl-3-((S)-1-(4-(4,4,5,5-tetramethyl-1,3,2-dioxaborolan-2-yl)phenyl)ethyl)-1,3-oxazinan-2-one and 5-bromo-1-(2-hydroxyethyl)pyridin-2(1H)-one following a procedure analogous to that described in Example 20 Step 2. LC-MS Method 2 tR=1.08 min, m/z=513, 491; 1H NMR (CD3OD) δ 0.95 (s, 3H), 1.24 (s, 3H), 1.26 (s, 1H), 1.52 (d, 3H), 2.12 (s, 2H), 2.18 (m, 1H), 2.40-2.53 (m, 2H), 3.02 (m, 1H), 3.52 (m, 0.5H), 3.64 (m, 0.5H), 3.8... Procedure: This compound was prepared analogous to Example 1 from 2-chloro-8-(furfuryl-thio)-4-(1-oxido-thiomorpholino)-pyrimido-[5,4-d]-pyrimidine (m.p.: 173°-175° C.) and piperazine. Starting materials: ClC=1N=C(C2=C(N1)C(=NC=N2)SCC2=CC=CO2)N2CCS(CC2)=O (2-chloro-8-(furfuryl-thio)-4-(1-oxido-thiomorpholino)-pyrimido-[5,4-d]-pyrimidine), N1CCNCC1 (piperazine). Reaction SMILES: Cl[C:2]1[N:3]=[C:4]([N:19]2[CH2:24][CH2:23][S:22](=[O:25])[CH2:21][CH2:20]2)[C:5]2[N:11]=[CH:10][N:9]=[C:8]([S:12][CH2:13][C:14]3[O:18][CH:17]=[CH:16][CH:15]=3)[C:6]=2[N:7]=1.[NH:26]1[CH2:31][CH2:30][NH:29][CH2:28][CH2:27]1>>[CH2:13]([S:12][C:8]1[C:6]2[N:7]=[C:2]([N:26]3[CH2:31][CH2:30][NH:29][CH2:28][CH2:27]3)[N:3]=[C:4]([N:19]3[CH2:24][CH2:23][S:22](=[O:25])[CH2:21][CH2:20]3)[C:5]=2[N:11]=[CH:10][N:9]=1)[C:14]1[O:18][CH:17]=[CH:16][CH:15]=1. The product is C(C1=CC=CO1)SC1=NC=NC2=C1N=C(N=C2N2CCS(CC2)=O)N2CCNCC2 (8-(Furfuryl-thio)-4-(1-oxido-thiomorpholino)-2-piperazino-pyrimido-[5,4-d]-pyrimidine). The reactants are BrC=1C(=NC=C(C(=O)O)C1)Cl (5-bromo-6-chloronicotinic acid), di-tort-butyl dicarbonate. The reagents and catalysts are CN(C1=CC=NC=C1)C (4-dimethylaminopyridine). The solvent is O (water), Cl (hydrochloric acid), O1CCCC1 (tetrahydrofuran). Reaction conditions: time 16 hour. Product: BrC=1C=C(C=NC1Cl)C(=O)OC(C)(C)C (tert-Butyl 5-bromo-6-chloropyridine-3-carboxylate). Isolated yield 154.8%. Reaction SMILES: [Br:1][C:2]1[C:3]([Cl:11])=[N:4][CH:5]=[C:6]([CH:10]=1)[C:7]([OH:9])=[O:8]>O1CCCC1.CN(C)C1C=CN=CC=1.O.Cl>[Br:1][C:2]1[CH:10]=[C:6]([C:7]([O:9][C:6]([CH3:10])([CH3:7])[CH3:5])=[O:8])[CH:5]=[N:4][C:3]=1[Cl:11]. Procedure: To a solution of 5-bromo-6-chloronicotinic acid (25.0 g, 106 mmol) in tetrahydrofuran (1.06 L) was added di-tort-butyl dicarbonate (69.2 g, 317 mmol) followed by 4-dimethylaminopyridine (12.9 g, 106 mmol). After 16 h, the mixture was diluted with water and aqueous hydrochloric acid was added (106 mL, 1 M, 106 mmol). The mixture was extracted with ethyl acetate (3×). The combined organic extracts were washed with brine (3×), dried over magnesium sulfate, filtered and concentrated. Purification by... The reactants are OC1=CC=C(C=C1)S(=O)(=O)N (p-hydroxybenzenesulfonamide), BrCCCCl (1-bromo-3-chloropropane), C([O-])([O-])=O.[K+].[K+] (potassium carbonate). Solvent: CC(=O)C (acetone). Product: ClCCCOC1=CC=C(C=C1)S(=O)(=O)N (4-(3-Chloropropoxy)benzenesulfonamide). Yield: 89.5%. As a reaction SMILES: [OH:1][C:2]1[CH:7]=[CH:6][C:5]([S:8]([NH2:11])(=[O:10])=[O:9])=[CH:4][CH:3]=1.Br[CH2:13][CH2:14][CH2:15][Cl:16].C(=O)([O-])[O-].[K+].[K+]>CC(C)=O>[Cl:16][CH2:15][CH2:14][CH2:13][O:1][C:2]1[CH:7]=[CH:6][C:5]([S:8]([NH2:11])(=[O:9])=[O:10])=[CH:4][CH:3]=1 |f:2.3.4|. Procedure: A mixture of 25 g (0.144 mole) of p-hydroxybenzenesulfonamide, 45.5 g (0.289 mole) of 1-bromo-3-chloropropane and 59.7 g (0.432 mole) of anhydrous potassium carbonate in 500 ml of acetone was heated at reflux for 24 hr. The mixture was cooled, filtered and the filtrate concentrated under vacuum pump pressure at 90° C. to give 32.2 g of tan gum as residue. The gum was purified by column chromatography on 600 g of silica gel. Fractions containing the title compound eluted with 8% acetone in benzen... The reactants are Cl (hydrochloric acid), [OH-].[Na+] (sodium hydroxide), C(C)(=O)SC1C2=C(OCC3=C1C=CC=C3)C=CC(=C2)OCC2=NC3=CC(=CC=C3C=C2)Cl (11-acetylthio-2-(7-chloroquinolin-2-yl)methoxy-6,11-dihydrodibenz[b,e]oxepine), O (water). Run in C(C)O (ethanol). Conditions: time 1 hour. Product: ClC1=CC=C2C=CC(=NC2=C1)COC1=CC2=C(OCC3=C(C2S)C=CC=C3)C=C1 (2-(7-Chloroquinolin-2-yl)methoxy-11-mercapto-6,11-dihydrodibenz[b,e]oxepine). Isolated yield 95.5%. Reaction SMILES: [OH-].[Na+].C([S:6][CH:7]1[C:13]2[CH:14]=[CH:15][CH:16]=[CH:17][C:12]=2[CH2:11][O:10][C:9]2[CH:18]=[CH:19][C:20]([O:22][CH2:23][C:24]3[CH:33]=[CH:32][C:31]4[C:26](=[CH:27][C:28]([Cl:34])=[CH:29][CH:30]=4)[N:25]=3)=[CH:21][C:8]1=2)(=O)C.O.Cl>C(O)C>[Cl:34][C:28]1[CH:27]=[C:26]2[C:31]([CH:32]=[CH:33][C:24]([CH2:23][O:22][C:20]3[CH:19]=[CH:18][C:9]4[O:10][CH2:11][C:12]5[CH:17]=[CH:16][CH:15]=[CH:14][C:13]=5[CH:7]([SH:6])[C:8]=4[CH:21]=3)=[N:25]2)=[CH:30][CH:29]=1 |f:0.1|. Procedure: 19 ml of a 1N-sodium hydroxide aqueous solution was added to 3.49 g of 11-acetylthio-2-(7-chloroquinolin-2-yl)methoxy-6,11-dihydrodibenz[b,e]oxepine obtained in Reference example 71 dissolved in 66 ml of ethanol and the mixture was stirred at room temperature for 1 hour. 250 ml of water was added to the reaction mixture and the mixture was adjusted to about pH 4 with 1N-hydrochloric acid. Crystals precipitated were dissolved in 300 ml of methylene chloride and the organic layer was washed with w... The reactants are OC1(COC2=C(N1CC(F)(F)F)C=CC(=C2)[N+](=O)[O-])C(F)(F)F ((±)-3,4-dihydro-3-hydroxy-7-nitro-4-(2,2,2-trifluoroethyl)-3-(trifluoromethyl)-2H-1,4-benzoxazine), C(#N)[BH3-].[Na+] (sodium cyanoborohydride), C([O-])([O-])=O.[K+].[K+] (potassium carbonate). The solvent is O (water), FC(C(=O)O)(F)F (trifluoroacetic acid). Run at time 12 hour. The product is [N+](=O)([O-])C1=CC2=C(N(C(CO2)C(F)(F)F)CC(F)(F)F)C=C1 ((±)-3,4-dihydro-7-nitro-4-(2,2,2-trifluoroethyl)-3-(trifluoromethyl)-2H-1,4-benzoxazine). Yield: 53.3%. As a reaction SMILES: O[C:2]1([C:20]([F:23])([F:22])[F:21])[N:7]([CH2:8][C:9]([F:12])([F:11])[F:10])[C:6]2[CH:13]=[CH:14][C:15]([N+:17]([O-:19])=[O:18])=[CH:16][C:5]=2[O:4][CH2:3]1.C([BH3-])#N.[Na+].C(=O)([O-])[O-].[K+].[K+]>FC(F)(F)C(O)=O.O>[N+:17]([C:15]1[CH:14]=[CH:13][C:6]2[N:7]([CH2:8][C:9]([F:12])([F:11])[F:10])[CH:2]([C:20]([F:21])([F:22])[F:23])[CH2:3][O:4][C:5]=2[CH:16]=1)([O-:19])=[O:18] |f:1.2,3.4.5|. Procedure: To a solution of (±)-3,4-dihydro-3-hydroxy-7-nitro-4-(2,2,2-trifluoroethyl)-3-(trifluoromethyl)-2H-1,4-benzoxazine (0.10 g, 0.29 mmol) in 3 mL of trifluoroacetic acid and then sodium cyanoborohydride (3.0 g, 47.4 rmmol) was slowly added via an solid addition funnel under nitrogen at 0° C. over the course of 30 minutes the reaction was allowed to warm to rt and stirred for 12 hours. The reaction mixture was then diluted with water and cooled to 0° C. Solid potassium carbonate was then added slowl...